From a dataset of the Open Reaction Database (ORD), a public repository of structured organic reaction records. describe an organic reaction: reactants, conditions, products, and yield Starting materials: [O-]CC.[Na+] (sodium ethoxide), CC(=C[C@@H]1[C@@H](C1(C)C)C(=O)O)C (cis-chrysanthemic acid). The product is CC(=C[C@@H]1[C@H](C1(C)C)C(=O)O)C (trans-chrysanthemic acid). Reaction SMILES: [O-]CC.[Na+].[CH3:5][C:6]([CH3:16])=[CH:7][C@H:8]1[C:10]([CH3:12])([CH3:11])[C@H:9]1[C:13]([OH:15])=[O:14]>>[CH3:5][C:6]([CH3:16])=[CH:7][C@H:8]1[C:10]([CH3:11])([CH3:12])[C@@H:9]1[C:13]([OH:15])=[O:14] |f:0.1|. Procedure details: As in Example 1, n-butyl cis-chryanthemate (25.0 g) was treated with sodium ethoxide (2.0 g) at 150°C for 60 minutes while stirring. By gas chromatographic analysis, the product was confirmed to be a mixture of the cis-isomer and the trans-isomer in a weight ratio of 25 : 75. The product was hydrolyzed by a conventional procedure and cis-chrysanthemic acid was removed as dihydro-chrysanthemolactone to give trans-chrysanthemic acid (15.1 g). The reactants are ClC=1C=C(NC=2C3=C(N=CN2)NC(=C3)C(N)=S)C=CC1 (4-(3-chloroanilino)-6-(thiocarbamoyl)-7H-pyrrolo[2,3-d]pyrimidine), COC1=CC=C(C(CBr)=O)C=C1 (4-methoxyphenacyl bromide). Solvent: CO (methanol). Reaction conditions: time 17 hour. The product is ClC=1C=C(NC=2C3=C(N=CN2)NC(=C3)C=3SC=C(N3)C3=CC=C(C=C3)OC)C=CC1 (4-(3-chloroanilino)-6-[4-(4-methoxyphenyl)thiazol-2-yl]-7H-pyrrolo[2,3-d]pyrimidine). As a reaction SMILES: [Cl:1][C:2]1[CH:3]=[C:4]([CH:18]=[CH:19][CH:20]=1)[NH:5][C:6]1[C:7]2[CH:14]=[C:13]([C:15](=[S:17])[NH2:16])[NH:12][C:8]=2[N:9]=[CH:10][N:11]=1.[CH3:21][O:22][C:23]1[CH:32]=[CH:31][C:26]([C:27](=O)[CH2:28]Br)=[CH:25][CH:24]=1>CO>[Cl:1][C:2]1[CH:3]=[C:4]([CH:18]=[CH:19][CH:20]=1)[NH:5][C:6]1[C:7]2[CH:14]=[C:13]([C:15]3[S:17][CH:28]=[C:27]([C:26]4[CH:31]=[CH:32][C:23]([O:22][CH3:21])=[CH:24][CH:25]=4)[N:16]=3)[NH:12][C:8]=2[N:9]=[CH:10][N:11]=1. Procedure: 57.5 mg (0.19 mmol) of 4-(3-chloroanilino)-6-(thiocarbamoyl)-7H-pyrrolo[2,3-d]pyrimidine (see Example 10) in 3 ml of methanol and 57.3 mg (0.25 mmol) of 4-methoxyphenacyl bromide are heated to boiling for 17 h. Cooling of the pale yellow suspension, filtering and washing with isopropanol/diethyl ether yields 4-(3-chloroanilino)-6-[4-(4-methoxyphenyl)thiazol-2-yl]-7H-pyrrolo[2,3-d]pyrimidine; HPLC: tRet(Grad20)=15.4; TLC-Rf=0.33 (CH2Cl2/methanol=10:1); FAB-MS: (M+H)+=434. Starting materials: OCC1=CC=C(C=C1)CC(C)=O (1-(4-hydroxymethylphenyl)propan-2-one), BrP(C1=CC=CC=C1)(C1=CC=CC=C1)(C1=CC=CC=C1)Br (dibromotriphenylphosphorane). Run in C(C)#N (acetonitrile). The product is BrCC1=CC=C(C=C1)CC(C)=O (1-(4-bromomethylphenyl)propan-2-one). Reaction SMILES: O[CH2:2][C:3]1[CH:8]=[CH:7][C:6]([CH2:9][C:10](=[O:12])[CH3:11])=[CH:5][CH:4]=1.[Br:13]P(Br)(C1C=CC=CC=1)(C1C=CC=CC=1)C1C=CC=CC=1>C(#N)C>[Br:13][CH2:2][C:3]1[CH:8]=[CH:7][C:6]([CH2:9][C:10](=[O:12])[CH3:11])=[CH:5][CH:4]=1. Procedure: A mixture of 1-(4-hydroxymethylphenyl)propan-2-one (3.15 g) and dibromotriphenylphosphorane (8.11 g) was refluxed in acetonitrile (50 ml) for 1 hour. The solvent was removed and the residue chromatographed on silica. Elution with ether gave 1-(4-bromomethylphenyl)propan-2-one, 3.4 g. τ(CDCl3) 7.92 (3H, s), 6.4 (2H, s), 5.6 (2H, s), 2.9 (2H, d, J=8 Hz), 2.65 (2H, d, J=8 Hz). This was ketalised in an analogous manner to that described in Description 2 to give the title compound, 3.73 g. τ(CDCl3) 8... Reactants: [BH4-], CC(C)N(CCC#N)C(=O)c1cc(Cl)cc(OCCN(C(=O)OC(C)(C)C)c2ccncc2)c1, CO, Cl[Co]Cl, [Na+], O, O, O, O, O, O. Product: CC(C)N(CCCN)C(=O)c1cc(Cl)cc(OCCN(C(=O)OC(C)(C)C)c2ccncc2)c1. As a reaction SMILES: [BH4-:35].[C:1]([CH3:2])([CH3:3])([CH3:4])[O:5][C:6]([N:7]([c:8]1[cH:9][cH:10][n:11][cH:12][cH:13]1)[CH2:14][CH2:15][O:16][c:17]1[cH:18][c:19]([Cl:33])[cH:20][c:21]([C:23]([N:24]([CH:25]([CH3:26])[CH3:27])[CH2:28][CH2:29][C:30]#[N:31])=[O:32])[cH:22]1)=[O:34].[CH3:37][OH:38].[Co:45]([Cl:46])[Cl:47].[Na+:36].[OH2:39].[OH2:40].[OH2:41].[OH2:42].[OH2:43].[OH2:44]>>[C:1]([CH3:2])([CH3:3])([CH3:4])[O:5][C:6]([N:7]([c:8]1[cH:9][cH:10][n:11][cH:12][cH:13]1)[CH2:14][CH2:15][O:16][c:17]1[cH:18][c:19]([Cl:33])[cH:20][c:21]([C:23]([N:24]([CH:25]([CH3:26])[CH3:27])[CH2:28][CH2:29][CH2:30][NH2:31])=[O:32])[cH:22]1)=[O:34]. Starting materials: CCNc1nc(SC)ncc1CO, O=[Mn]=O. The product is CCNc1nc(SC)ncc1C=O. RXN SMILES: [CH2:1]([CH3:2])[NH:3][c:4]1[n:5][c:6]([S:12][CH3:13])[n:7][cH:8][c:9]1[CH2:10][OH:11].[O:14]=[Mn:15]=[O:16]>>[CH2:1]([CH3:2])[NH:3][c:4]1[n:5][c:6]([S:12][CH3:13])[n:7][cH:8][c:9]1[CH:10]=[O:11]. Reaction conditions: time 4 day. Run in P(=O)([O-])([O-])[O-].[Na+].[Na+].[Na+] (sodium phosphate). Starting materials: OCC(C)(C)C1=CC(=NO1)NC(=O)NC1=CC=C(C=C1)C=1N=C2SC3=C(N2C1)C=CC(=C3)OCCN3CCOCC3 (1-[5-(2-hydroxy-1,1-dimethyl-ethyl)-isoxazol-3-yl]-3-{4-[7-(2-morpholin-4-yl-ethoxy)-benzo[d]imidazo[2,1-b]thiazol-2-yl]-phenyl}-urea), [NH4+].F[C@@H]1[C@H](O)[C@@H](O)[C@H](O)[C@H](O1)C(=O)[O-] (1-deoxy-1-fluoro-α-D-glucopyranuronic acid ammonium salt), 1585. Procedure details: 3,4,5-Trihydroxy-6-{2-methyl-2-[3-(3-{4-[7-(2-morpholin-4-yl-ethoxy)-benzo[d]imidazo[2,1-b]thiazol-2-yl]-phenyl}-ureido)-isoxazol-5-yl]-propoxy}-tetrahydro-pyran-2-carboxylic acid (I-6) is prepared by following a general procedure given in Org. Lett. 2008, 10, 1585. To a stirred mixture of 1-[5-(2-hydroxy-1,1-dimethyl-ethyl)-isoxazol-3-yl]-3-{4-[7-(2-morpholin-4-yl-ethoxy)-benzo[d]imidazo[2,1-b]thiazol-2-yl]-phenyl}-urea (I-1) (1 equivalent), 1-deoxy-1-fluoro-α-D-glucopyranuronic acid ammonium s... As a reaction SMILES: [OH:1][CH2:2][C:3]([C:6]1[O:10][N:9]=[C:8]([NH:11][C:12]([NH:14][C:15]2[CH:20]=[CH:19][C:18]([C:21]3[N:22]=[C:23]4[N:27]([CH:28]=3)[C:26]3[CH:29]=[CH:30][C:31]([O:33][CH2:34][CH2:35][N:36]5[CH2:41][CH2:40][O:39][CH2:38][CH2:37]5)=[CH:32][C:25]=3[S:24]4)=[CH:17][CH:16]=2)=[O:13])[CH:7]=1)([CH3:5])[CH3:4].[NH4+].F[C@H:44]1[O:52][C@H:51]([C:53]([O-:55])=[O:54])[C@@H:49]([OH:50])[C@H:47]([OH:48])[C@H:45]1[OH:46]>P([O-])([O-])([O-])=O.[Na+].[Na+].[Na+]>[OH:50][CH:49]1[CH:47]([OH:48])[CH:45]([OH:46])[CH:44]([O:1][CH2:2][C:3]([CH3:4])([C:6]2[O:10][N:9]=[C:8]([NH:11][C:12]([NH:14][C:15]3[CH:20]=[CH:19][C:18]([C:21]4[N:22]=[C:23]5[N:27]([CH:28]=4)[C:26]4[CH:29]=[CH:30][C:31]([O:33][CH2:34][CH2:35][N:36]6[CH2:41][CH2:40][O:39][CH2:38][CH2:37]6)=[CH:32][C:25]=4[S:24]5)=[CH:17][CH:16]=3)=[O:13])[CH:7]=2)[CH3:5])[O:52][CH:51]1[C:53]([OH:55])=[O:54] |f:1.2,3.4.5.6|. The product is OC1C(OC(C(C1O)O)OCC(C)(C1=CC(=NO1)NC(=O)NC1=CC=C(C=C1)C=1N=C2SC3=C(N2C1)C=CC(=C3)OCCN3CCOCC3)C)C(=O)O (3,4,5-trihydroxy-6-{2-methyl-2-[3-(3-{4-[7-(2-morpholin-4-yl-ethoxy)-benzo[d]imidazo[2,1-b]thiazol-2-yl]-phenyl}-ureido)-isoxazol-5-yl]-propoxy}-tetrahydro-pyran-2-carboxylic acid).